Dataset: the Open Reaction Database (ORD), a public repository of structured organic reaction records. Task: describe an organic reaction: reactants, conditions, products, and yield Starting materials: COCCO, CO, NC1CC1, Nc1nc(Cl)c2[nH]cnc2n1. The product is Cl, Nc1nc(NC2CC2)c2nc[nH]c2n1. As a reaction SMILES: [CH3:16][O:17][CH2:18][CH2:19][OH:20].[CH3:21][OH:22].[CH:12]1([NH2:15])[CH2:13][CH2:14]1.[NH2:1][c:2]1[n:3][c:4]([Cl:11])[c:5]2[nH:6][cH:7][n:8][c:9]2[n:10]1>>[ClH:11].[NH2:1][c:2]1[n:3][c:4]([NH:15][CH:12]2[CH2:13][CH2:14]2)[c:5]2[n:6][cH:7][nH:8][c:9]2[n:10]1. Starting materials: CC(C)=O, Cl, [Na+], O=C([O-])O, OC1(c2ccc3c(c2)OCO3)CCC2(CC1)OCCO2. The product is O=C1CCC(O)(c2ccc3c(c2)OCO3)CC1. As a reaction SMILES: [CH3:27][C:28](=[O:29])[CH3:30].[ClH:21].[Na+:26].[O-:22][C:23]([OH:24])=[O:25].[O:1]1[CH2:2][O:3][c:4]2[c:5]1[cH:6][cH:7][c:8]([C:10]1([OH:20])[CH2:11][CH2:12][C:13]3([O:14][CH2:17][CH2:16][O:15]3)[CH2:18][CH2:19]1)[cH:9]2>>[O:1]1[CH2:2][O:3][c:4]2[c:5]1[cH:6][cH:7][c:8]([C:10]1([OH:20])[CH2:11][CH2:12][C:13](=[O:14])[CH2:18][CH2:19]1)[cH:9]2.